This data is from the Open Reaction Database (ORD), a public repository of structured organic reaction records. The task is: describe an organic reaction: reactants, conditions, products, and yield Reactants: CO, CC(=O)n1nc(OC2C=CCCC2)c(-c2ccccc2)c1C, [Na+], C1CCOC1, [OH-]. The product is Cc1[nH]nc(OC2C=CCCC2)c1-c1ccccc1. As a reaction SMILES: [CH3:25][OH:26].[CH:3]1([O:9][c:10]2[n:11][n:12]([C:22](=[O:23])[CH3:24])[c:13]([CH3:21])[c:14]2-[c:15]2[cH:16][cH:17][cH:18][cH:19][cH:20]2)[CH:4]=[CH:5][CH2:6][CH2:7][CH2:8]1.[Na+:2].[O:27]1[CH2:28][CH2:29][CH2:30][CH2:31]1.[OH-:1]>>[CH:3]1([O:9][c:10]2[n:11][nH:12][c:13]([CH3:21])[c:14]2-[c:15]2[cH:16][cH:17][cH:18][cH:19][cH:20]2)[CH:4]=[CH:5][CH2:6][CH2:7][CH2:8]1. Starting materials: aqueous solution, [OH-].[Na+] (NaOH), O(C1=CC=CC=C1)C1=C(C=C(C(=O)OC)C=C1)C(F)(F)F (methyl 4-phenoxy-3-trifluoromethylbenzoate). Run in CO (MeOH). Reaction conditions: time 24 hour. Product: O(C1=CC=CC=C1)C1=C(C=C(C(=O)O)C=C1)C(F)(F)F (4-Phenoxy-3-trifluoromethylbenzoic acid). Isolated yield 87.8%. RXN SMILES: [O:1]([C:8]1[CH:17]=[CH:16][C:11]([C:12]([O:14]C)=[O:13])=[CH:10][C:9]=1[C:18]([F:21])([F:20])[F:19])[C:2]1[CH:7]=[CH:6][CH:5]=[CH:4][CH:3]=1.[OH-].[Na+]>CO>[O:1]([C:8]1[CH:17]=[CH:16][C:11]([C:12]([OH:14])=[O:13])=[CH:10][C:9]=1[C:18]([F:19])([F:20])[F:21])[C:2]1[CH:7]=[CH:6][CH:5]=[CH:4][CH:3]=1 |f:1.2|. Procedure: 11 g of methyl 4-phenoxy-3-trifluoromethylbenzoate were dissolved in 200 ml of MeOH, 41 ml of a 1 N aqueous solution of NaOH were added and the mixture was stirred at RT for 24 h. The MeOH was then removed in vacuo, and the remaining mixture was diluted with 1 l of water and the whole adjusted to a pH of 2 with an aqueous solution of HCl; the precipitate was then filtered off. The latter was air-dried for 48 h, resulting in 9.2 g of an amorphous solid. The reactants are C1(C=2C(C(N1CCN1CCC(CC1)C1=CNC3=CC=CC=C13)=O)=CC=CC2)=O (1-(2-phthalimidoethyl)-4-(3-indolyl)piperidine), O.NN (hydrazine monohydrate). Solvent: C(C)O (ethanol). Yields the product NCCN1CCC(CC1)C1=CNC2=CC=CC=C12 (1-(2-aminoethyl)-4-(3-indolyl)piperidine). Isolated yield 91.1%. As a reaction SMILES: C1(=O)[N:5]([CH2:6][CH2:7][N:8]2[CH2:13][CH2:12][CH:11]([C:14]3[C:22]4[C:17](=[CH:18][CH:19]=[CH:20][CH:21]=4)[NH:16][CH:15]=3)[CH2:10][CH2:9]2)C(=O)C2=CC=CC=C12.O.NN>C(O)C>[NH2:5][CH2:6][CH2:7][N:8]1[CH2:9][CH2:10][CH:11]([C:14]2[C:22]3[C:17](=[CH:18][CH:19]=[CH:20][CH:21]=3)[NH:16][CH:15]=2)[CH2:12][CH2:13]1 |f:1.2|. Procedure details: A mixture of 1-(2-phthalimidoethyl)-4-(3-indolyl)piperidine (6.3 g) and hydrazine monohydrate (2.2 g) in ethanol (250 ml) was refluxed for 70 minutes. After cooling, the reaction mixture was filtered and the filtrate was concentrated under reduced pressure. The residue was treated with 5% sodium hydroxide solution (300 ml) and extracted with ethyl acetate (300 ml). The organic layer was washed with a saturated sodium chloride solution and dried over magnesium sulfate. The evaporation of solvent ... The reagents and catalysts are dcype. Yields the product COc4ccc3cc(c1cccc2ccccc12)ccc3c4. Reaction conditions: temperature 120 celsius, time 12 hour. Reactants: COc2ccc1cc(OC(=O)N(C)C)ccc1c2 (substrate), CCO[Si](OCC)(OCC)c1cccc2ccccc12 (effective_coupling_partner). Starting materials: CN(C=O)C (dimethylformamide), C(#N)P(OCC)(OCC)=O (diethyl cyanophosphonate), CC(C(CC(=O)O)C1=CC=CC=C1)C (4-methyl-3-phenyl-pentanoic acid), O—dimethylhydroxyamine hydrochloride. The solvent is C(C)N(CC)CC (triethylamine), O1CCCC1 (tetrahydrofuran), C(C)N(CC)CC (triethylamine). Conditions: time 19 hour. The product is CN(C(CC(C(C)C)C1=CC=CC=C1)=O)OC (N-methyl-N-methoxy-4-methyl-3-phenylpentaneamide). Isolated yield 47.0%. RXN SMILES: [CH3:1][N:2](C)[CH:3]=[O:4].C(P(=O)(OCC)[O:9][CH2:10]C)#N.[CH3:16][CH:17]([CH3:29])[CH:18]([C:23]1[CH:28]=[CH:27][CH:26]=[CH:25][CH:24]=1)[CH2:19]C(O)=O>C(N(CC)CC)C.O1CCCC1>[CH3:1][N:2]([O:9][CH3:10])[C:3](=[O:4])[CH2:19][CH:18]([C:23]1[CH:24]=[CH:25][CH:26]=[CH:27][CH:28]=1)[CH:17]([CH3:16])[CH3:29]. Reported procedure: Under a nitrogen atmosphere, a dimethylformamide solution of diethyl cyanophosphonate (1.97 g) and triethylamine (1.63 mL) was added to a tetrahydrofuran solution (24 mL) of 4-methyl-3-phenyl-pentanoic acid (1.96 g), N, O—dimethylhydroxyamine hydrochloride (1.18 g) and triethylamine (1.63 mL) at 0° C. After 19 hours, the organic layer was separated by adding diethyl ether and an aqueous saturated ammonium chloride thereto. The resulting organic layer was washed with water and brine, and dried ov... The reactants are Cl (HCl), C(CCCCCC)=O (heptaldehyde), C(#N)[BH3-].[Na+] (sodium cyanoborohydride), NCCNC(C1=CC=C(C=C1)NS(=O)(=O)C)=O (N-(2-aminoethyl)-4-[(methylsulfonyl)amino]benzamide). Run in O (water), CO (methanol). Run at temperature 120 celsius, time 30 minute. Product: Cl.C(CCCCCC)NCCNC(C1=CC=C(C=C1)NS(=O)(=O)C)=O (N-[2-(Heptylamino)ethyl]-4-[(methylsulfonyl)amino]benzamide hydrochloride). RXN SMILES: [NH2:1][CH2:2][CH2:3][NH:4][C:5](=[O:17])[C:6]1[CH:11]=[CH:10][C:9]([NH:12][S:13]([CH3:16])(=[O:15])=[O:14])=[CH:8][CH:7]=1.[CH:18](=O)[CH2:19][CH2:20][CH2:21][CH2:22][CH2:23][CH3:24].C([BH3-])#N.[Na+].[ClH:30]>O.CO>[ClH:30].[CH2:18]([NH:1][CH2:2][CH2:3][NH:4][C:5](=[O:17])[C:6]1[CH:7]=[CH:8][C:9]([NH:12][S:13]([CH3:16])(=[O:15])=[O:14])=[CH:10][CH:11]=1)[CH2:19][CH2:20][CH2:21][CH2:22][CH2:23][CH3:24] |f:2.3,7.8|. Reported procedure: To 1 l. of methanol is added 10.0 g (0.0389 mole) of N-(2-aminoethyl)-4-[(methylsulfonyl)amino]benzamide. The suspension is refluxed for 1 hour, then cooled. To the suspension is added 4.66 g (0.0408 mole) heptaldehyde, the mixture is then stirred over ice for 30 minutes. To the chilled mixture is added 10.26 g (0.1632 mole) of sodium cyanoborohydride. The reaction is stirred at room temperature for 24 hours, conc. HCl is added to keep the pH at about 6.0. After about 24 hours the pH of of the r... The reactants are CC(C)(O)CCN(Cc1ccc(Cl)cc1Cl)CC1CN(C(=O)OC(C)(C)C)C1, COc1ccccc1, ClCCl, O=C(O)C(F)(F)F. The product is CC(C)(O)CCN(Cc1ccc(Cl)cc1Cl)CC1CNC1. As a reaction SMILES: [C:1]([O:2][C:3](=[O:4])[N:8]1[CH2:9][CH:10]([CH2:12][N:13]([CH2:14][CH2:15][C:16]([CH3:17])([CH3:18])[OH:19])[CH2:20][c:21]2[c:22]([Cl:28])[cH:23][c:24]([Cl:27])[cH:25][cH:26]2)[CH2:11]1)([CH3:5])([CH3:6])[CH3:7].[CH3:29][O:30][c:31]1[cH:32][cH:33][cH:34][cH:35][cH:36]1.[Cl:44][CH2:45][Cl:46].[OH:37][C:38]([C:39]([F:40])([F:41])[F:42])=[O:43]>>[NH:8]1[CH2:9][CH:10]([CH2:12][N:13]([CH2:14][CH2:15][C:16]([CH3:17])([CH3:18])[OH:19])[CH2:20][c:21]2[c:22]([Cl:28])[cH:23][c:24]([Cl:27])[cH:25][cH:26]2)[CH2:11]1. Reactants: CNC(=C[N+](=O)[O-])NCCSCC1=CC=C(O1)CN(C)C.Cl (Ranitidine hydrochloride), [Na].CCCCC(CC)COC(=O)CC(C(=O)OCC(CC)CCCC)S(=O)(=O)O (sodium docusate), [Na].CCCCC(CC)COC(=O)CC(C(=O)OCC(CC)CCCC)S(=O)(=O)O (sodium docusate). The solvent is O (water), O (water). Run at temperature 60 celsius, time 8 hour. Yields the product CNC(=C[N+](=O)[O-])NCCSCC1=CC=C(O1)CN(C)C.CCCCC(CC)COC(=O)CC(C(=O)OCC(CC)CCCC)S(=O)(=O)O (Ranitidine docusate). RXN SMILES: [CH3:1][NH:2][C:3]([NH:8][CH2:9][CH2:10][S:11][CH2:12][C:13]1[O:17][C:16]([CH2:18][N:19]([CH3:21])[CH3:20])=[CH:15][CH:14]=1)=[CH:4][N+:5]([O-:7])=[O:6].Cl.[Na].[CH3:24][CH2:25][CH2:26][CH2:27][CH:28]([CH2:31][O:32][C:33]([CH2:35][CH:36]([S:48]([OH:51])(=[O:50])=[O:49])[C:37]([O:39][CH2:40][CH:41]([CH2:44][CH2:45][CH2:46][CH3:47])[CH2:42][CH3:43])=[O:38])=[O:34])[CH2:29][CH3:30]>O>[CH3:1][NH:2][C:3]([NH:8][CH2:9][CH2:10][S:11][CH2:12][C:13]1[O:17][C:16]([CH2:18][N:19]([CH3:20])[CH3:21])=[CH:15][CH:14]=1)=[CH:4][N+:5]([O-:7])=[O:6].[CH3:24][CH2:25][CH2:26][CH2:27][CH:28]([CH2:31][O:32][C:33]([CH2:35][CH:36]([S:48]([OH:51])(=[O:50])=[O:49])[C:37]([O:39][CH2:40][CH:41]([CH2:44][CH2:45][CH2:46][CH3:47])[CH2:42][CH3:43])=[O:38])=[O:34])[CH2:29][CH3:30] |f:0.1,2.3,5.6,^1:22|. Procedure: In a reaction vessel charged with a magnetic stirbar, 2.50 g (7.12 mmol) of Ranitidine hydrochloride was dissolved in approximately 25 mL of deionized water. In a separate reaction vessel, similarly charged with a stirbar, 3.17 g (7.12 mmol) of sodium docusate was dissolved/suspended in 25 mL of warm, deionized water. To the latter solution was added in one portion the aqueous solution of sodium docusate. The deep orange-brown milieu was stirred overnight, after which time the aqueous system was... Starting materials: CC(CC)=O (2-butanone), ClCCCCC(=O)OC (methyl 5-chlorovalerate), [H-].[Na+] (NaH). Solvent: C1CCOC1 (THF), C1CCOC1 (THF). Reaction conditions: temperature 0 celsius, time 24 hour. The product is ClCCCCC(CC(CC)=O)=O (1-Chloro-5,7-nonanedione). Reaction SMILES: [H-].[Na+].[CH3:3][C:4](=[O:7])[CH2:5][CH3:6].[Cl:8][CH2:9][CH2:10][CH2:11][CH2:12][C:13]([O:15]C)=O>C1COCC1>[Cl:8][CH2:9][CH2:10][CH2:11][CH2:12][C:13](=[O:15])[CH2:3][C:4](=[O:7])[CH2:5][CH3:6] |f:0.1|. Reported procedure: To a suspension of NaH (60% dispersion in mineral oil: 8.88 g) in THF (250 mL) was added a mixture of 2-butanone (7.98 g) and methyl 5-chlorovalerate (50.0 g) in THF (100 mL) dropwise via cannula at 0° C. The mixture was stirred at 0° C. for 10 min and at rt for 24 h. After the reaction was quenched with 2 N HCl (200 mL), aqueous layer was extracted with EtOAc (3×). Concentration of the combined organic phase gave a brown colored oil, which was purified by fractional vacuum distillation. The tit...